From a dataset of the Open Reaction Database (ORD), a public repository of structured organic reaction records. describe an organic reaction: reactants, conditions, products, and yield Run at time 30 minute. The reactants are C(CCC)[Sn](CCCC)(CCCC)Cl (Tri-n-butylstannyl chloride), C[Si](C)(C)[N-][Si](C)(C)C.[Li+].C1CCOC1 (lithiumbis(trimethylsilyl)amide THF), [N+](=O)([O-])C1=CC=C(COC(=O)NCCS(=O)(=O)NCC(=O)C=2N=CN3C2SC=C3)C=C1 (7-[2-(4-Nitrobenzyloxycarbonyl)aminoethane-sulfonylamino]acetylimidazo[5,1-b]thiazole), [Cl-].[NH4+] (ammonium chloride). Reported procedure: Tri-n-butylstannyl chloride (0.83 ml) and 7.3 ml of a 1.0 N lithiumbis(trimethylsilyl)amide/THF solution were sequentially added at −73° C. in an argon atmosphere to a solution of 682 mg of 7-[2-(4-Nitrobenzyloxycarbonyl)aminoethane-sulfonylamino]acetylimidazo[5,1-b]thiazole in 16 ml of THF and 3 ml of HMPA. The mixture was stirred at the same temperature for 30 min. An aqueous ammonium chloride solution was added to the reaction solution. The mixture was extracted with ethyl acetate. The extrac... Run in C1CCOC1 (THF), CN(C)P(=O)(N(C)C)N(C)C (HMPA). Yields the product [N+](=O)([O-])C1=CC=C(COC(=O)NCCS(=O)(=O)NCC(=O)C=2N=CN3C2SC(=C3)[Sn](CCCC)(CCCC)CCCC)C=C1 (7-[2-(4-Nitrobenzyloxycarbonyl)amino-ethanesulfonylamino]acetyl-2-(tri-n-butylstannyl)imidazo[5,1-b]thiazole). Reaction SMILES: [CH2:1]([Sn:5](Cl)([CH2:10][CH2:11][CH2:12][CH3:13])[CH2:6][CH2:7][CH2:8][CH3:9])[CH2:2][CH2:3][CH3:4].C[Si]([N-][Si](C)(C)C)(C)C.[Li+].C1COCC1.[N+:30]([C:33]1[CH:60]=[CH:59][C:36]([CH2:37][O:38][C:39]([NH:41][CH2:42][CH2:43][S:44]([NH:47][CH2:48][C:49]([C:51]2[N:52]=[CH:53][N:54]3[CH:58]=[CH:57][S:56][C:55]=23)=[O:50])(=[O:46])=[O:45])=[O:40])=[CH:35][CH:34]=1)([O-:32])=[O:31].[Cl-].[NH4+]>C1COCC1.CN(P(N(C)C)(N(C)C)=O)C>[N+:30]([C:33]1[CH:34]=[CH:35][C:36]([CH2:37][O:38][C:39]([NH:41][CH2:42][CH2:43][S:44]([NH:47][CH2:48][C:49]([C:51]2[N:52]=[CH:53][N:54]3[CH:58]=[C:57]([Sn:5]([CH2:10][CH2:11][CH2:12][CH3:13])([CH2:6][CH2:7][CH2:8][CH3:9])[CH2:1][CH2:2][CH2:3][CH3:4])[S:56][C:55]=23)=[O:50])(=[O:46])=[O:45])=[O:40])=[CH:59][CH:60]=1)([O-:32])=[O:31] |f:1.2.3,5.6|.